This data is from the Open Reaction Database (ORD), a public repository of structured organic reaction records. The task is: describe an organic reaction: reactants, conditions, products, and yield Reactants: solution, C[Mg+].[Br-] (CH3MgBr), CCOCC (ether), C(#N)C1=C(C=C(C=C1)Br)F (4-cyano-3-fluorophenyl bromide), solution, C(CCC)[Li] (butyllithium), CCCCCC (hexane), COB(OC)OC (trimethylborate). Run in O1CCCC1 (tetrahydrofuran), C1CCOC1 (THF). Reaction conditions: temperature 0 celsius, time 48 hour. Product: C(C)(=O)C1=C(C=C(C=C1)B(O)O)F (4-acetyl-3-fluorophenylboronic acid). Reaction SMILES: C([C:3]1[CH:8]=[CH:7][C:6](Br)=C[C:4]=1[F:10])#N.[CH3:11][Mg+].[Br-].CC[O:16][CH2:17][CH3:18].C([Li])CCC.CCCCCC.C[O:31][B:32](OC)[O:33]C>C1COCC1>[C:17]([C:18]1[CH:6]=[CH:7][C:8]([B:32]([OH:33])[OH:31])=[CH:3][C:4]=1[F:10])(=[O:16])[CH3:11] |f:1.2|. Procedure details: An oven-dried, 3-liter, 3-necked, round-bottomed flask (fitted with a nitrogen inlet, addition funnel, and overhead stirrer) was charged with 50 grams (0.25 mole) of 4-cyano-3-fluorophenyl bromide. Anhydrous tetrahydrofuran (200 milliliters) was added to the flask resulting in a clear solution. The solution was cooled to 0° C. using an ice bath. At this temperature, 125 milliliters of 3.0 M solution of CH3MgBr in ether (1.5 equivalents, 0.375 mole) was added slowly to the reaction flask using an... Reactants: C1(=CC=CC=C1)CCCCCCCCCCCCCCCCCCBr (phenylstearyl bromide), NCCCCCCN (hexamethylene diamine). The solvent is C(C)O (ethanol). Product: C1(=CC=CC=C1)CCCCCCCCCCCCCCCCCCNCCCCCCN (N-phenylstearyl hexamethylene diamine). As a reaction SMILES: [C:1]1([CH2:7][CH2:8][CH2:9][CH2:10][CH2:11][CH2:12][CH2:13][CH2:14][CH2:15][CH2:16][CH2:17][CH2:18][CH2:19][CH2:20][CH2:21][CH2:22][CH2:23][CH2:24]Br)[CH:6]=[CH:5][CH:4]=[CH:3][CH:2]=1.[NH2:26][CH2:27][CH2:28][CH2:29][CH2:30][CH2:31][CH2:32][NH2:33]>C(O)C>[C:1]1([CH2:7][CH2:8][CH2:9][CH2:10][CH2:11][CH2:12][CH2:13][CH2:14][CH2:15][CH2:16][CH2:17][CH2:18][CH2:19][CH2:20][CH2:21][CH2:22][CH2:23][CH2:24][NH:26][CH2:27][CH2:28][CH2:29][CH2:30][CH2:31][CH2:32][NH2:33])[CH:6]=[CH:5][CH:4]=[CH:3][CH:2]=1. Procedure details: Following the procedure of Example XVI a solution of 15.8 grams (0.04 mole) of phenylstearyl bromide and 37.2 grams (0.32 mole) of hexamethylene diamine in 400 ml of ethanol was refluxed for three hours. After the same recovery procedure 15.2 grams (88.4% crude mass yield) of N-phenylstearyl hexamethylene diamine was obtained having the following analysis: Reactants: O1CCOC2=C1C=CC(=C2)CN(C(OC(C)(C)C)=O)C2CCN(CC2)CCN2C(C=CC1=C(C=CC=C21)N)=O (tert-butyl (2,3-dihydro-1,4-benzodioxin-6-ylmethyl)(1-(2-(5-amino-2-oxoquinolin-1(2H)-yl)ethyl)piperidin-4-yl)carbamate), Cl.O1CCOCC1 (hydrogen chloride 1,4-dioxane). Run in O1CCOCC1 (1,4-dioxane). Run at time 8 hour. Yields the product Cl.O1CCOC2=C1C=CC(=C2)CNC2CCN(CC2)CCN2C(C=CC1=C(C=CC=C21)N)=O (1-(2-(4-((2,3-dihydro-1,4-benzodioxin-6-ylmethyl)amino)piperidin-1-yl)ethyl)-5-aminoquinolin-2(1H)-one hydrochloride). RXN SMILES: [O:1]1[C:6]2[CH:7]=[CH:8][C:9]([CH2:11][N:12]([CH:20]3[CH2:25][CH2:24][N:23]([CH2:26][CH2:27][N:28]4[C:37]5[C:32](=[C:33]([NH2:38])[CH:34]=[CH:35][CH:36]=5)[CH:31]=[CH:30][C:29]4=[O:39])[CH2:22][CH2:21]3)C(=O)OC(C)(C)C)=[CH:10][C:5]=2[O:4][CH2:3][CH2:2]1.[ClH:40].O1CCOCC1>O1CCOCC1>[ClH:40].[O:1]1[C:6]2[CH:7]=[CH:8][C:9]([CH2:11][NH:12][CH:20]3[CH2:25][CH2:24][N:23]([CH2:26][CH2:27][N:28]4[C:37]5[C:32](=[C:33]([NH2:38])[CH:34]=[CH:35][CH:36]=5)[CH:31]=[CH:30][C:29]4=[O:39])[CH2:22][CH2:21]3)=[CH:10][C:5]=2[O:4][CH2:3][CH2:2]1 |f:1.2,4.5|. Procedure: To 80 mg of tert-butyl (2,3-dihydro-1,4-benzodioxin-6-ylmethyl)(1-(2-(5-amino-2-oxoquinolin-1(2H)-yl)ethyl)piperidin-4-yl)carbamate, 3 mL of 1,4-dioxane and 1 mL of 4.0 mol/L hydrogen chloride/1,4-dioxane were added, and stirred at room temperature overnight. The solvent was removed under reduced pressure, and the resulting solid was recrystallized in methanol-ethyl acetate to give 45 mg of 1-(2-(4-((2,3-dihydro-1,4-benzodioxin-6-ylmethyl)amino)piperidin-1-yl)ethyl)-5-aminoquinolin-2(1H)-one hyd... The reactants are ClC=1C=C(C(=O)Cl)C=CC1 (3-chlorobenzoyl chloride), C1=CC=CC=C1 (benzene), [Cl-].[Al+3].[Cl-].[Cl-] (aluminum chloride). Run in CCOCC (ether). Product: ClC=1C=C(C(=O)C2=CC=CC=C2)C=CC1 (3-chlorobenzophenone). Reaction SMILES: [Cl:1][C:2]1[CH:3]=[C:4]([CH:8]=[CH:9][CH:10]=1)[C:5](Cl)=[O:6].[CH:11]1[CH:16]=[CH:15][CH:14]=[CH:13][CH:12]=1.[Cl-].[Al+3].[Cl-].[Cl-]>CCOCC>[Cl:1][C:2]1[CH:3]=[C:4]([CH:8]=[CH:9][CH:10]=1)[C:5]([C:11]1[CH:16]=[CH:15][CH:14]=[CH:13][CH:12]=1)=[O:6] |f:2.3.4.5|. Reported procedure: To a refluxing solution containing 43.9 g (0.25 mole) of 3-chlorobenzoyl chloride in 120 ml. of dry benzene is added 30.0 g. (0.225 mole) of anhydrous aluminum chloride in several portions over a period of 10 minutes. When the reaction is complete, as indicated by vapor phase chromatographic (vpc) techniques, the mixture is cooled to 25° and diluted with ether. Extraction with dilute base is followed by thorough drying (magnesium sulfate) and concentration in vacuo. Final purification is effecte... RXN SMILES: [C:37](=[O:38])([OH:39])[O-:40].[CH3:35][NH2:36].[CH3:42][O:43][CH2:44][CH2:45][OH:46].[I:1][CH2:2][CH2:3][O:4][c:5]1[cH:6][cH:7][c:8]([C:11]2=[C:12]([c:29]3[cH:30][cH:31][cH:32][cH:33][cH:34]3)[CH2:13][CH2:14][CH2:15][c:16]3[c:17]2[cH:18][cH:19][c:20]([O:22][CH:23]2[O:24][CH2:25][CH2:26][CH2:27][CH2:28]2)[cH:21]3)[cH:9][cH:10]1.[Na+:41]>>[CH2:2]([CH2:3][O:4][c:5]1[cH:6][cH:7][c:8]([C:11]2=[C:12]([c:29]3[cH:30][cH:31][cH:32][cH:33][cH:34]3)[CH2:13][CH2:14][CH2:15][c:16]3[c:17]2[cH:18][cH:19][c:20]([O:22][CH:23]2[O:24][CH2:25][CH2:26][CH2:27][CH2:28]2)[cH:21]3)[cH:9][cH:10]1)[NH:36][CH3:35]. Yields the product CNCCOc1ccc(C2=C(c3ccccc3)CCCc3cc(OC4CCCCO4)ccc32)cc1. The reactants are O=C([O-])O, CN, COCCO, ICCOc1ccc(C2=C(c3ccccc3)CCCc3cc(OC4CCCCO4)ccc32)cc1, [Na+].